This data is from the Open Reaction Database (ORD), a public repository of structured organic reaction records. The task is: describe an organic reaction: reactants, conditions, products, and yield Reactants: ice, OC(C1=CC=CC=C1)C1=NSC(=N1)N1CCN(CC1)C1=NC=CC=C1 (3-(1-hydroxy- 1-phenylmethyl)-5-[1-(2-pyridyl)piperazin-4-yl]-1,2,4-thiadiazole), [OH-].[Na+] (sodium hydroxide), S(O)(O)(=O)=O (sulfuric acid). The reagents and catalysts are [O-2].[O-2].[O-2].[Cr+6] (chromium trioxide). Solvent: CC(=O)C (acetone), C(C)(=O)OCC (ethyl acetate), O (water). Conditions: time 16 hour. Product: C(C1=CC=CC=C1)(=O)C1=NSC(=N1)N1CCN(CC1)C1=NC=CC=C1 (3-benzoyl-5-[1-(2-pyridyl)piperazin4-yl]-1,2,4-thiadiazole). Isolated yield 62.7%. RXN SMILES: [OH:1][CH:2]([C:9]1[N:13]=[C:12]([N:14]2[CH2:19][CH2:18][N:17]([C:20]3[CH:25]=[CH:24][CH:23]=[CH:22][N:21]=3)[CH2:16][CH2:15]2)[S:11][N:10]=1)[C:3]1[CH:8]=[CH:7][CH:6]=[CH:5][CH:4]=1.S(=O)(=O)(O)O.[OH-].[Na+]>CC(C)=O.O.C(OCC)(=O)C.[O-2].[O-2].[O-2].[Cr+6]>[C:2]([C:9]1[N:13]=[C:12]([N:14]2[CH2:15][CH2:16][N:17]([C:20]3[CH:25]=[CH:24][CH:23]=[CH:22][N:21]=3)[CH2:18][CH2:19]2)[S:11][N:10]=1)(=[O:1])[C:3]1[CH:4]=[CH:5][CH:6]=[CH:7][CH:8]=1 |f:2.3,7.8.9.10|. Procedure: To an ice-cooled suspension of 3-(1-hydroxy- 1-phenylmethyl)-5-[1-(2-pyridyl)piperazin-4-yl]-1,2,4-thiadiazole (0.625 g, 1.77 mmol) in acetone was added dropwise over a period of ca. 10 min a solution of chromium trioxide (0.15 g, 1.5 mmol) dissolved in water (12 mL) and conc. sulfuric acid (0.33 mL). The resulting mixture was allowed to warm to room temperature and stirred for 16 h. The reaction mixture was diluted with ethyl acetate (100 mL), then made basic (pH ca. 10) by the addition of 3N s... The reactants are O (Water), CS(=O)(=O)OS(=O)(=O)C (methanesulphonic anhydride), C([O-])([O-])=O.[K+].[K+] (potassium carbonate), OC1=CC=[N+](C2=CC(=CC=C12)C(F)(F)F)[O-] (4-hydroxy-7-trifluoromethyl-quinoline-1-oxide), CS(=O)(=O)OS(=O)(=O)C (methanesulphonic anhydride), C([O-])([O-])=O.[K+].[K+] (potassium carbonate). The solvent is ClCCl (dichloromethane). Run at time 2 hour. Product: CS(=O)(=O)OC=1C=NC2=CC(=CC=C2C1O)C(F)(F)F (4-hydroxy-7-trifluoromethylquinol-3-yl methanesulphonate). RXN SMILES: [OH:1][C:2]1[C:11]2[C:6](=[CH:7][C:8]([C:12]([F:15])([F:14])[F:13])=[CH:9][CH:10]=2)[N+:5]([O-])=[CH:4][CH:3]=1.[CH3:17][S:18]([O:21]S(C)(=O)=O)(=[O:20])=[O:19].C(=O)([O-])[O-].[K+].[K+].O>ClCCl>[CH3:17][S:18]([O:21][C:3]1[CH:4]=[N:5][C:6]2[C:11]([C:2]=1[OH:1])=[CH:10][CH:9]=[C:8]([C:12]([F:15])([F:14])[F:13])[CH:7]=2)(=[O:20])=[O:19] |f:2.3.4|. Procedure details: A mixture of 4-hydroxy-7-trifluoromethyl-quinoline-1-oxide (2.0 g), methanesulphonic anhydride (1.7 g) and potassium carbonate (1.3 g) in dichloromethane (100 ml) was stirred at 0° for 2 hours. Further methanesulphonic anhydride (1.7 g) and potassium carbonate (1.3 g) were then added and the mixture was stirred at ambient temperature overnight. Water (50 ml) was added and the precipitated solid collected by filtration to give a first crop of the novel compound 4-hydroxy-7-trifluoromethylquinol-3... Starting materials: O1CCOC2=C1C=CC(=C2)C(=CC#N)C2=CC(=CC(=C2)OC)OC (3-(2,3-dihydrobenzo[1,4]dioxin-6-yl)-3-(3,5-dimethoxyphenyl)acrylonitrile), COC=1C=C(C=C(C1)OC)C(=O)C1=CC=CC=2OC(C(OC21)(F)F)(F)F ((3,5-Dimethoxyphenyl)-(2,2,3,3-tetrafluoro-2,3-dihydrobenzo[1,4]dioxin-5-yl)methanone), C(C)OP(OCC)(=O)CC#N (cyanomethylphosphonic acid diethyl ester), C[Si](C)(C)[N-][Si](C)(C)C.[Li+] (lithium bis (trimethylsilyl)amide). Run in C1CCOC1 (THF). Yields the product COC=1C=C(C=C(C1)OC)C(=CC#N)C1=CC=CC=2OC(C(OC21)(F)F)(F)F (3-(3,5-dimethoxy-phenyl)-3-(2,2,3,3-tetrafluoro-2,3-dihydro-benzo[1,4]dioxin-5-yl)-acrylonitrile). The yield is 94.0%. As a reaction SMILES: [CH3:1][O:2][C:3]1[CH:4]=[C:5]([C:11]([C:13]2[C:22]3[O:21][C:20]([F:24])([F:23])[C:19]([F:26])([F:25])[O:18][C:17]=3[CH:16]=[CH:15][CH:14]=2)=O)[CH:6]=[C:7]([O:9][CH3:10])[CH:8]=1.C(OP([CH2:35][C:36]#[N:37])(=O)OCC)C.C[Si]([N-][Si](C)(C)C)(C)C.[Li+].O1C2C=CC(C(C3C=C(OC)C=C(OC)C=3)=CC#N)=CC=2OCC1>C1COCC1>[CH3:1][O:2][C:3]1[CH:4]=[C:5]([C:11]([C:13]2[C:22]3[O:21][C:20]([F:24])([F:23])[C:19]([F:26])([F:25])[O:18][C:17]=3[CH:16]=[CH:15][CH:14]=2)=[CH:35][C:36]#[N:37])[CH:6]=[C:7]([O:9][CH3:10])[CH:8]=1 |f:2.3|. Reported procedure: (3,5-Dimethoxyphenyl)-(2,2,3,3-tetrafluoro-2,3-dihydrobenzo[1,4]dioxin-5-yl)methanone (0.42 g, 1.13 mmol), cyanomethylphosphonic acid diethyl ester (0.36 ml, 2.26 mmol) in anhydrous THF (10 ml), and lithium bis (trimethylsilyl)amide (1.0 M solution in THF, 2.26 ml, 2.26 mmol) were treated in the same manner as described above for the synthesis of 3-(2,3-dihydrobenzo[1,4]dioxin-6-yl)-3-(3,5-dimethoxyphenyl)acrylonitrile. The crude material was purified via flash column chromatography (5% EtOAc in... Reactants: OC(CCl)c1ccccc1, COc1cc(C(CN2C(=O)c3ccccc3C2=O)Nc2ccc(C#N)cc2)ccc1O, C1CCOC1, c1ccc(P(c2ccccc2)c2ccccc2)cc1. Yields the product COc1cc(C(CN2C(=O)c3ccccc3C2=O)Nc2ccc(C#N)cc2)ccc1OC(CCl)c1ccccc1. Reaction SMILES: [Cl:51][CH2:52][CH:53]([OH:54])[c:55]1[cH:56][cH:57][cH:58][cH:59][cH:60]1.[O:1]=[C:2]1[N:3]([CH2:12][CH:13]([c:14]2[cH:15][c:16]([O:21][CH3:22])[c:17]([OH:20])[cH:18][cH:19]2)[NH:23][c:24]2[cH:25][cH:26][c:27]([C:28]#[N:29])[cH:30][cH:31]2)[C:4](=[O:11])[c:5]2[cH:6][cH:7][cH:8][cH:9][c:10]21.[O:61]1[CH2:62][CH2:63][CH2:64][CH2:65]1.[c:32]1([P:33]([c:34]2[cH:35][cH:36][cH:37][cH:38][cH:39]2)[c:40]2[cH:41][cH:42][cH:43][cH:44][cH:45]2)[cH:46][cH:47][cH:48][cH:49][cH:50]1>>[O:1]=[C:2]1[N:3]([CH2:12][CH:13]([c:14]2[cH:15][c:16]([O:21][CH3:22])[c:17]([O:20][CH:53]([CH2:52][Cl:51])[c:55]3[cH:56][cH:57][cH:58][cH:59][cH:60]3)[cH:18][cH:19]2)[NH:23][c:24]2[cH:25][cH:26][c:27]([C:28]#[N:29])[cH:30][cH:31]2)[C:4](=[O:11])[c:5]2[cH:6][cH:7][cH:8][cH:9][c:10]21. Starting materials: [Mn](=O)(=O)(=O)[O-].[K+] (potassium permanganate), CCS(=O)OC(C)(C)C1CC(OC1OCC1=CC(=CC=C1)OC1=CC=CC=C1)=O (4-(2-ethylsulfinyloxy-isopropyl)-5-[(3-phenoxyphenyl)-methoxy]-tetrahydrofuran-2-one), S(=S)(=O)([O-])[O-].[Na+].[Na+] (sodium thiosulfate), [Mn](=O)(=O)(=O)[O-].[K+] (potassium permanganate). The solvent is O (water), C(C)(=O)O (acetic acid), CC(=O)C (acetone), CC(=O)C (acetone), O (water). Run at temperature 0 celsius, time 2 hour. Product: CCS(=O)(=O)OC(C)(C)C1CC(OC1OCC1=CC(=CC=C1)OC1=CC=CC=C1)=O (4-(2-ethyl-sulfonyloxy-isopropyl)-5-[(3-phenoxyphenyl)-methoxy]-tetrahydrofuran-2-one). RXN SMILES: [Mn]([O-])(=O)(=O)=O.[K+].[CH3:7][CH2:8][S:9]([O:11][C:12]([CH:15]1[CH:19]([O:20][CH2:21][C:22]2[CH:27]=[CH:26][CH:25]=[C:24]([O:28][C:29]3[CH:34]=[CH:33][CH:32]=[CH:31][CH:30]=3)[CH:23]=2)[O:18][C:17](=[O:35])[CH2:16]1)([CH3:14])[CH3:13])=[O:10].S([O-])([O-])(=[O:38])=S.[Na+].[Na+]>CC(C)=O.O.C(O)(=O)C>[CH3:7][CH2:8][S:9]([O:11][C:12]([CH:15]1[CH:19]([O:20][CH2:21][C:22]2[CH:27]=[CH:26][CH:25]=[C:24]([O:28][C:29]3[CH:34]=[CH:33][CH:32]=[CH:31][CH:30]=3)[CH:23]=2)[O:18][C:17](=[O:35])[CH2:16]1)([CH3:13])[CH3:14])(=[O:38])=[O:10] |f:0.1,3.4.5|. Procedure details: 0.084 g of potassium permanganate was added at 0° C. to a mixture of 0.214 g of trans dl 4-(2-ethylsulfinyloxy-isopropyl)-5-[(3-phenoxyphenyl)-methoxy]-tetrahydrofuran-2-one, 4 ml of acetone, 0.3 ml of acetic acid and 2 ml of water and the mixture was stirred at 0° C. for 2 hours. A solution of 0.050 g of potassium permanganate, 1 ml of water and 1 ml of acetone was added to the mixture which was then stirred at 0° C. for 17 hours and was poured into a sodium thiosulfate solution. The mixture wa... The reactants are [OH-].[Na+] (sodium hydroxide), CC1=C(C=CC(=C1)[N+](=O)[O-])S (2-methyl-4-nitrobenzenethiol), Cl.ClCC1=NC=CC=C1 (2-(chloromethyl)pyridine hydrochloride). Run in C1CCOC1 (THF). Product: CC1=C(C=CC(=C1)[N+](=O)[O-])SCC1=NC=CC=C1 (2-[[(2-methyl-4-nitrophenyl)sulfanyl]methyl]pyridine). Isolated yield 73.7%. As a reaction SMILES: [CH3:1][C:2]1[CH:7]=[C:6]([N+:8]([O-:10])=[O:9])[CH:5]=[CH:4][C:3]=1[SH:11].[OH-].[Na+].Cl.Cl[CH2:16][C:17]1[CH:22]=[CH:21][CH:20]=[CH:19][N:18]=1>C1COCC1>[CH3:1][C:2]1[CH:7]=[C:6]([N+:8]([O-:10])=[O:9])[CH:5]=[CH:4][C:3]=1[S:11][CH2:16][C:17]1[CH:22]=[CH:21][CH:20]=[CH:19][N:18]=1 |f:1.2,3.4|. Procedure: 2-methyl-4-nitrobenzenethiol (3.0 g) was dissolved in THF (60 ml), and to this solution was added aqueous solution of sodium hydroxide (2.1 g, 15 ml) and then, 2-(chloromethyl)pyridine hydrochloride (3.5 g), and the mixture was stirred for 30 minutes. The solvent was removed under reduced pressure, and the residue was extracted with ethyl acetate. The organic layer was washed with saturated brine, and dried over magnesium sulfate. The solvent was removed under reduced pressure and the obtained r... Starting materials: C(C1=CC=CC=C1)N1CCOC2=C(C1)C=CC=C2 (4-benzyl-2,3,4,5-tetrahydro-benzo[f][1,4]oxazepine). The reagents and catalysts are [Pd] (palladium). Solvent: C(C)O (ethanol). Run at time 5 hour. The product is O1CCNCC2=C1C=CC=C2 (2,3,4,5-tetrahydro-benzo[f][1,4]oxazepine). Isolated yield 95.9%. As a reaction SMILES: C([N:8]1[CH2:14][C:13]2[CH:15]=[CH:16][CH:17]=[CH:18][C:12]=2[O:11][CH2:10][CH2:9]1)C1C=CC=CC=1>C(O)C.[Pd]>[O:11]1[C:12]2[CH:18]=[CH:17][CH:16]=[CH:15][C:13]=2[CH2:14][NH:8][CH2:9][CH2:10]1. Procedure details: 10.2 g of 4-benzyl-2,3,4,5-tetrahydro-benzo[f][1,4]oxazepine were dissolved in 100 mL of ethanol and hydrogenated for 5 hours at room temperature using 1.2 g of palladium (10% on carbon) as catalyst. Filtration followed by removal of the solvent in vacuo gave 6.1 g of 2,3,4,5-tetrahydro-benzo[f][1,4]oxazepine as an oil. EI-MS: 149 (M+).